This data is from the Open Reaction Database (ORD), a public repository of structured organic reaction records. The task is: describe an organic reaction: reactants, conditions, products, and yield Starting materials: CC=1C(=C(C(=NC1)C(=O)OCC)C(=O)OCC)C1=CC=CC=C1 (diethyl 5-methyl-4-phenyl-2,3-pyridinedicarboxylate), C1(=CC=CC=C1)C1=C(C(=NC=C1)C(=O)OCC)C(=O)OCC (diethyl 4-phenyl-2,3-pyridinedicarboxylate). The product is C1(=CC=CC=C1)C1=C(C(=NC=C1)C(=O)O)C(=O)O (4-phenyl-2,3-pyridinedicarboxylic acid). Reaction SMILES: C[C:2]1[C:3]([C:18]2[CH:23]=[CH:22][CH:21]=[CH:20][CH:19]=2)=[C:4]([C:13]([O:15]CC)=[O:14])[C:5]([C:8]([O:10]CC)=[O:9])=[N:6][CH:7]=1.C1(C2C=CN=C(C(OCC)=O)C=2C(OCC)=O)C=CC=CC=1>>[C:18]1([C:3]2[CH:2]=[CH:7][N:6]=[C:5]([C:8]([OH:10])=[O:9])[C:4]=2[C:13]([OH:15])=[O:14])[CH:19]=[CH:20][CH:21]=[CH:22][CH:23]=1. Procedure details: In place of diethyl 5-methyl-4-phenyl-2,3-pyridinedicarboxylate in Step 1 in Reference Example 33, diethyl 4-phenyl-2,3-pyridinedicarboxylate (see Japanese Patent Laid-Open No. 62-106081) was reacted and treated in the same manner as in Step 1 in Reference Example 33, to obtain 4-phenyl-2,3-pyridinedicarboxylic acid as pale yellow crystals. Reactants: C(C)OC(C([O-])=C1C([C@@H]2C[C@@H]2C1)=O)=O.[K+] (potassium 2-ethoxy-2-oxo-1-((1R,5R)-2-oxobicyclo[3.1.0]hexan-3-ylidene)ethanolate), ClC=1N=NC(=CC1)NN (3-chloro-6-hydrazinylpyridazine). Yields the product C(C)OC(=O)C=1C=2C[C@@H]3[C@H](C2N(N1)C=1N=NC(=CC1)Cl)C3 ((1aR,5aR)-2-(6-Chloropyridazin-3-yl)-1a,2,5,5a-tetrahydro-1H-2,3-diaza-cyclopropa[a]pentalene-4-carboxylic Acid Ethyl Ester). RXN SMILES: [CH2:1]([O:3][C:4](=[O:14])[C:5](=[C:7]1[CH2:12][C@@H:11]2[C@@H:9]([CH2:10]2)[C:8]1=O)[O-])[CH3:2].[K+].[Cl:16][C:17]1[N:18]=[N:19][C:20]([NH:23][NH2:24])=[CH:21][CH:22]=1>>[CH2:1]([O:3][C:4]([C:5]1[C:7]2[CH2:12][C@H:11]3[CH2:10][C@H:9]3[C:8]=2[N:23]([C:20]2[N:19]=[N:18][C:17]([Cl:16])=[CH:22][CH:21]=2)[N:24]=1)=[O:14])[CH3:2] |f:0.1|. Procedure: The title compound was prepared in a manner similar to that described in Method C using potassium 2-ethoxy-2-oxo-1-((1R,5R)-2-oxobicyclo[3.1.0]hexan-3-ylidene)ethanolate and 3-chloro-6-hydrazinylpyridazine. LCMS m/z=305.2 [M+H]+. Starting materials: COC(=O)C1=NN(C=C1)C(F)F (1-difluoromethyl-1H-pyrazole-3-carboxylic acid methyl ester), ClN1C(CCC1=O)=O (N-chloro-succinimide). Run in CN(C)C=O (DMF). Run at temperature 50 celsius. The product is COC(=O)C1=NN(C=C1Cl)C(F)F (4-Chloro-1-difluoromethyl-1H-pyrazole-3-carboxylic acid methyl ester). Yield: 85.5%. Reaction SMILES: [CH3:1][O:2][C:3]([C:5]1[CH:9]=[CH:8][N:7]([CH:10]([F:12])[F:11])[N:6]=1)=[O:4].[Cl:13]N1C(=O)CCC1=O>CN(C=O)C>[CH3:1][O:2][C:3]([C:5]1[C:9]([Cl:13])=[CH:8][N:7]([CH:10]([F:12])[F:11])[N:6]=1)=[O:4]. Procedure: A mixture of 1-difluoromethyl-1H-pyrazole-3-carboxylic acid methyl ester (535 mg, 3 mmole) and N-chloro-succinimide (1.22 g, 9.1 mmole) in DMF (5 ml) was heated at 50° C. overnight. The reaction mixture was cooled, partitioned between AcOEt and water, the organic layer was washed with water, dried, evaporated and the residue was purified by chromatography on silica gel using cyclohexane/AcOEt (3:1) to give the title compound (540 mg) as a white solid. MS: m/z=209.9 [M]+.